Dataset: the Open Reaction Database (ORD), a public repository of structured organic reaction records. Task: describe an organic reaction: reactants, conditions, products, and yield Starting materials: C(C)(=O)NC=1C=C(C(C(=O)OC)=CC1[N+](=O)[O-])C(=O)OC (dimethyl 4-acetamido-5-nitrophthalate), CO (methanol), C=1(C(=CC=CC1)S(=O)(=O)O)C (o-toluenesulfonic acid). The reagents and catalysts are [Pt] (platinum on carbon). Solvent: C1(=CC=CC=C1)C (toluene). Run at time 2 hour. Yields the product CC=1C=CC(=CC1)S(=O)(=O)O (p-toluene sulfonate), CC=1NC2=C(N1)C=C(C(=C2)C(=O)OC)C(=O)OC (Dimethyl 2-methyl-5,6-benzimidazoledicarboxylate). RXN SMILES: [C:1]([NH:4][C:5]1[CH:6]=[C:7]([C:18]([O:20][CH3:21])=[O:19])[C:8](=[CH:13][C:14]=1[N+:15]([O-])=O)[C:9]([O:11][CH3:12])=[O:10])(=O)[CH3:2].CO.C1(C)C([S:30]([OH:33])(=[O:32])=[O:31])=CC=CC=1>[Pt].C1(C)C=CC=CC=1>[CH3:18][C:7]1[CH:6]=[CH:5][C:14]([S:30]([OH:33])(=[O:32])=[O:31])=[CH:13][CH:8]=1.[CH3:2][C:1]1[NH:15][C:14]2[CH:13]=[C:8]([C:9]([O:11][CH3:12])=[O:10])[C:7]([C:18]([O:20][CH3:21])=[O:19])=[CH:6][C:5]=2[N:4]=1. Procedure: A mixture of dimethyl 4-acetamido-5-nitrophthalate, methanol and 5% platinum on carbon is hydrogenated in a Parr hydrogenator. The reaction mixture is filtered through diatomaceous earth and the filtrate is concentrated in vacuo. The thus-obtained crude diamine intermediate (48.09, 0.180 mol) is mixed with o-toluenesulfonic acid (51.4 g, 0.270 mol) and toluene (400 mL), and stirred for 2 hours at reflux temperatures with azeotropic removal of water, cooled and concentrated in vacuo. The resultan... The reactants are Clc1cc(N2CCc3ccccc3C2)nc2ccccc12, NCC(O)CO. Product: OCC(O)CNc1cc(N2CCc3ccccc3C2)nc2ccccc12. Reaction SMILES: [Cl:1][c:2]1[cH:3][c:4]([N:12]2[CH2:13][c:14]3[cH:15][cH:16][cH:17][cH:18][c:19]3[CH2:20][CH2:21]2)[n:5][c:6]2[cH:7][cH:8][cH:9][cH:10][c:11]12.[NH2:22][CH2:23][CH:24]([CH2:25][OH:26])[OH:27]>>[c:2]1([NH:22][CH2:23][CH:24]([CH2:25][OH:26])[OH:27])[cH:3][c:4]([N:12]2[CH2:13][c:14]3[cH:15][cH:16][cH:17][cH:18][c:19]3[CH2:20][CH2:21]2)[n:5][c:6]2[cH:7][cH:8][cH:9][cH:10][c:11]12. Reactants: CC(=O)OCc1c(Br)cccc1Br, CC1(C)Cc2cc3n(c2C1)CCNC3=O, COCCOC, [Cu]I. Yields the product CC(=O)OCc1c(Br)cccc1N1CCn2c(cc3c2CC(C)(C)C3)C1=O. RXN SMILES: [C:16]([CH3:17])(=[O:18])[O:19][CH2:20][c:21]1[c:22]([Br:28])[cH:23][cH:24][cH:25][c:26]1[Br:27].[CH3:1][C:2]1([CH3:15])[CH2:3][c:4]2[n:5]3[c:10]([cH:11][c:12]2[CH2:13]1)[C:9](=[O:14])[NH:8][CH2:7][CH2:6]3.[CH3:31][O:32][CH2:33][CH2:34][O:35][CH3:36].[Cu:29][I:30]>>[CH3:1][C:2]1([CH3:15])[CH2:3][c:4]2[n:5]3[c:10]([cH:11][c:12]2[CH2:13]1)[C:9](=[O:14])[N:8]([c:22]1[c:21]([CH2:20][O:19][C:16]([CH3:17])=[O:18])[c:26]([Br:27])[cH:25][cH:24][cH:23]1)[CH2:7][CH2:6]3. As a reaction SMILES: [CH3:1][C:2]1[C:3](O)=[N:4][C:5]2[C:10]([N:11]=1)=[CH:9][CH:8]=[CH:7][CH:6]=2.[N+:13]([CH2:15][C:16]([O:18][C:19]([CH3:22])([CH3:21])[CH3:20])=[O:17])#[C-:14]>>[CH3:1][C:2]1[C:3]2[N:4]([CH:14]=[N:13][C:15]=2[C:16]([O:18][C:19]([CH3:22])([CH3:21])[CH3:20])=[O:17])[C:5]2[C:10]([N:11]=1)=[CH:9][CH:8]=[CH:7][CH:6]=2. The reactants are CC=1C(=NC2=CC=CC=C2N1)O (3-methyl-2-quinoxalinol), [N+](#[C-])CC(=O)OC(C)(C)C (tert-butyl isocyanoacetate), Compound 6. Procedure details: M.p. 176°-177° C., from 3-methyl-2-quinoxalinol and tert-butyl isocyanoacetate. (Compound 6) The product is CC=1C=2N(C3=CC=CC=C3N1)C=NC2C(=O)OC(C)(C)C (Tert-butyl 4-methyl-imidazo[1,5-a]quinoxaline-3-carboxylate).